Dataset: the Open Reaction Database (ORD), a public repository of structured organic reaction records. Task: describe an organic reaction: reactants, conditions, products, and yield Starting materials: F[B-](F)(F)F, CCN(C(C)C)C(C)C, CC1CC(O)(c2ccccc2)CN1, O=C(O)c1cn[nH]c1-c1ccc(Cl)cc1, CN(C)C=O, CN(C)C(On1nnc2ccccc21)=[N+](C)C. The product is CC1CC(O)(c2ccccc2)CN1C(=O)c1cn[nH]c1-c1ccc(Cl)cc1. RXN SMILES: [B-:38]([F:39])([F:40])([F:41])[F:42].[CH2:1]([N:2]([CH:3]([CH3:4])[CH3:5])[CH:6]([CH3:7])[CH3:8])[CH3:9].[CH3:25][CH:26]1[CH2:27][C:28]([OH:31])([c:32]2[cH:33][cH:34][cH:35][cH:36][cH:37]2)[CH2:29][NH:30]1.[Cl:10][c:11]1[cH:12][cH:13][c:14](-[c:17]2[c:18]([C:22](=[O:23])[OH:24])[cH:19][n:20][nH:21]2)[cH:15][cH:16]1.[O:60]=[CH:61][N:62]([CH3:63])[CH3:64].[n:43]1([O:44][C:45]([N:46]([CH3:47])[CH3:48])=[N+:49]([CH3:50])[CH3:51])[c:52]2[cH:53][cH:54][cH:55][cH:56][c:57]2[n:58][n:59]1>>[Cl:10][c:11]1[cH:12][cH:13][c:14](-[c:17]2[c:18]([C:22](=[O:24])[N:30]3[CH:26]([CH3:25])[CH2:27][C:28]([OH:31])([c:32]4[cH:33][cH:34][cH:35][cH:36][cH:37]4)[CH2:29]3)[cH:19][n:20][nH:21]2)[cH:15][cH:16]1. The reactants are CC(C)(C)O, CNC, CCCc1nc2ccc(Cl)nn2c1S(N)(=O)=O, Cl, O. Product: CCCc1nc2ccc(N(C)C)nn2c1S(N)(=O)=O. Reaction SMILES: [C:21]([OH:22])([CH3:23])([CH3:24])[CH3:25].[CH3:18][NH:19][CH3:20].[Cl:1][c:2]1[cH:3][cH:4][c:5]2[n:6]([n:7]1)[c:8]([S:14](=[O:15])(=[O:16])[NH2:17])[c:9]([CH2:11][CH2:12][CH3:13])[n:10]2.[ClH:26].[OH2:27]>>[c:2]1([N:19]([CH3:18])[CH3:20])[cH:3][cH:4][c:5]2[n:6]([n:7]1)[c:8]([S:14](=[O:15])(=[O:16])[NH2:17])[c:9]([CH2:11][CH2:12][CH3:13])[n:10]2. Reactants: N#CCCCBr, O=C([O-])[O-], CC(C)(C)OC(=O)NCCCCN, CC#N, CO, ClC(Cl)Cl, [K+], [K+], [NH4+], [OH-]. The product is CC(C)(C)OC(=O)NCCCCNCCCC#N. Reaction SMILES: [Br:20][CH2:21][CH2:22][CH2:23][C:24]#[N:25].[C:14](=[O:15])([O-:16])[O-:17].[C:1]([CH3:2])([CH3:3])([CH3:4])[O:5][C:6]([NH:7][CH2:8][CH2:9][CH2:10][CH2:11][NH2:12])=[O:13].[CH3:28][C:29]#[N:30].[CH3:35][OH:36].[Cl:31][CH:32]([Cl:33])[Cl:34].[K+:18].[K+:19].[NH4+:27].[OH-:26]>>[C:1]([CH3:2])([CH3:3])([CH3:4])[O:5][C:6]([NH:7][CH2:8][CH2:9][CH2:10][CH2:11][NH:12][CH2:21][CH2:22][CH2:23][C:24]#[N:25])=[O:13]. Starting materials: CC(C)(C)O, C=CCC1(O[Si](C)(C)C(C)(C)C)CC(C)C1, C1CCOC1, C[N+]1([O-])CCOCC1, CC(C)(C)S(N)=O, [O-][I+3]([O-])([O-])[O-], [Na+], O=S(=O)([O-])[O-], O, O. Product: CC1CC(CC=NS(=O)C(C)(C)C)(O[Si](C)(C)C(C)(C)C)C1. RXN SMILES: [C:43]([OH:44])([CH3:45])([CH3:46])[CH3:47].[CH2:1]([CH:2]=[CH2:3])[C:4]1([O:9][Si:10]([CH3:11])([CH3:12])[C:13]([CH3:14])([CH3:15])[CH3:16])[CH2:5][CH:6]([CH3:8])[CH2:7]1.[CH2:49]1[O:50][CH2:51][CH2:52][CH2:53]1.[CH3:17][N+:18]1([O-:19])[CH2:20][CH2:21][O:22][CH2:23][CH2:24]1.[CH3:36][C:37]([CH3:38])([CH3:39])[S:40](=[O:41])[NH2:42].[I+3:25]([O-:26])([O-:27])([O-:28])[O-:29].[Na+:30].[O-:31][S:32](=[O:33])(=[O:34])[O-:35].[OH2:48].[OH2:54]>>[CH2:1]([CH:2]=[N:42][S:40]([C:37]([CH3:36])([CH3:38])[CH3:39])=[O:41])[C:4]1([O:9][Si:10]([CH3:11])([CH3:12])[C:13]([CH3:14])([CH3:15])[CH3:16])[CH2:5][CH:6]([CH3:8])[CH2:7]1. Conditions: time 30 minute. Procedure: To a mixture of ethyl 3-(3-ethoxy-1H-pyrazol-4-yl)propionate (1.59 g), 4-benzyloxy-3-methoxybenzyl chloride (1.97 g), and N,N-dimethylformamide (30 ml), sodium hydride (60%, oily, 0.30 g) was added at 0° C., and then the mixture was stirred at room temperature for 30 minutes. The reaction mixture was poured into water, which was extracted with ethyl acetate. The ethyl acetate layer was washed with water, then, with saturated aqueous sodium chloride solution, and dried (MgSO4) and concentrated. T... Yields the product C(C1=CC=CC=C1)OC1=C(C=C(CN2N=C(C(=C2)CCC(=O)OCC)OCC)C=C1)OC (ethyl 3-[1-(4-benzyloxy-3-methoxybenzyl)-3-ethoxy-1H-pyrazol-4-yl]propionate). The solvent is O (water). As a reaction SMILES: [CH2:1]([O:3][C:4]1[C:8]([CH2:9][CH2:10][C:11]([O:13][CH2:14][CH3:15])=[O:12])=[CH:7][NH:6][N:5]=1)[CH3:2].[CH2:16]([O:23][C:24]1[CH:31]=[CH:30][C:27]([CH2:28]Cl)=[CH:26][C:25]=1[O:32][CH3:33])[C:17]1[CH:22]=[CH:21][CH:20]=[CH:19][CH:18]=1.CN(C)C=O.[H-].[Na+]>O>[CH2:16]([O:23][C:24]1[CH:31]=[CH:30][C:27]([CH2:28][N:6]2[CH:7]=[C:8]([CH2:9][CH2:10][C:11]([O:13][CH2:14][CH3:15])=[O:12])[C:4]([O:3][CH2:1][CH3:2])=[N:5]2)=[CH:26][C:25]=1[O:32][CH3:33])[C:17]1[CH:18]=[CH:19][CH:20]=[CH:21][CH:22]=1 |f:3.4|. Isolated yield 89.2%. The reactants are C(C)OC1=NNC=C1CCC(=O)OCC (ethyl 3-(3-ethoxy-1H-pyrazol-4-yl)propionate), C(C1=CC=CC=C1)OC1=C(C=C(CCl)C=C1)OC (4-benzyloxy-3-methoxybenzyl chloride), CN(C=O)C (N,N-dimethylformamide), [H-].[Na+] (sodium hydride). The reactants are ClC=1C=C(C(=O)OO)C=CC1 (3-Chloroperoxybenzoic acid), N(C1=CC=CC=C1)C1=NC(=NC=C1C(=O)N)SC (4-anilino-2-(methylthio)-5-pyrimidinecarboxamide), C(C)(C)N(CC)C(C)C (Diisopropylethylamine), C1(=CC=CC=C1)C1=NOC(=C1)CN1CCC(CC1)CN (1-{1-[(3-phenyl-5-isoxazolyl)methyl]-4-piperidinyl}methanamine). Run in ClCCl (dichloromethane), C(C)(=O)OCC (ethyl acetate). Conditions: time 1 hour. The product is N(C1=CC=CC=C1)C1=NC(=NC=C1C(=O)N)NCC1CCN(CC1)CC1=CC(=NO1)C1=CC=CC=C1 (4-anilino-2-[({1-[(3-phenyl-5-isoxazolyl)methyl]-4-piperidinyl}methyl)amino]-5-pyrimidinecarboxamide). Isolated yield 27.5%. RXN SMILES: ClC1C=C(C=CC=1)C(OO)=O.[NH:12]([C:19]1[C:24]([C:25]([NH2:27])=[O:26])=[CH:23][N:22]=[C:21](SC)[N:20]=1)[C:13]1[CH:18]=[CH:17][CH:16]=[CH:15][CH:14]=1.C(N(C(C)C)CC)(C)C.[C:39]1([C:45]2[CH:49]=[C:48]([CH2:50][N:51]3[CH2:56][CH2:55][CH:54]([CH2:57][NH2:58])[CH2:53][CH2:52]3)[O:47][N:46]=2)[CH:44]=[CH:43][CH:42]=[CH:41][CH:40]=1>ClCCl.C(OCC)(=O)C>[NH:12]([C:19]1[C:24]([C:25]([NH2:27])=[O:26])=[CH:23][N:22]=[C:21]([NH:58][CH2:57][CH:54]2[CH2:53][CH2:52][N:51]([CH2:50][C:48]3[O:47][N:46]=[C:45]([C:39]4[CH:44]=[CH:43][CH:42]=[CH:41][CH:40]=4)[CH:49]=3)[CH2:56][CH2:55]2)[N:20]=1)[C:13]1[CH:18]=[CH:17][CH:16]=[CH:15][CH:14]=1. Procedure details: 3-Chloroperoxybenzoic acid (195 mg) was added to a 0° C. suspension of the compound prepared in Example 93 (100 mg) in dichloromethane (4 mL). The reaction was stirred one hour at room temperature. Diisopropylethylamine (0.669 mL) and the compound prepared in Example 9 (198 mg) were added and the mixture was stirred at room temperature for 18 hours. The reaction was diluted with ethyl acetate and sequentially washed with a saturated sodium bicarbonate solution and brine. The organics were dried ... Starting materials: C(C)(C)(C)[Li] (tert-Butyllithium), BrC=1C=C2C=CN(C2=CC1)[Si](C(C)C)(C(C)C)C(C)C (5-bromo-1-triisopropylsilanyl-1H-indole), C(C)(C)(C)OC(=O)N1CC(CC1)C(N(C)OC)=O (3-(methoxy-methyl-carbamoyl)-pyrrolidine-1-carboxylic acid tert-butyl ester). Run in C1CCOC1 (THF), C1CCOC1 (THF). Run at temperature -78 celsius, time 15 minute. Yields the product C(C)(C)(C)OC(=O)N1CC(CC1)C(=O)C=1C=C2C=CN(C2=CC1)[Si](C(C)C)(C(C)C)C(C)C (3-(1-triisopropylsilanyl-1H-indole-5-carbonyl)-pyrrolidine-1-carboxylic acid tert-butyl ester). Isolated yield 56.2%. As a reaction SMILES: C([Li])(C)(C)C.Br[C:7]1[CH:8]=[C:9]2[C:13](=[CH:14][CH:15]=1)[N:12]([Si:16]([CH:23]([CH3:25])[CH3:24])([CH:20]([CH3:22])[CH3:21])[CH:17]([CH3:19])[CH3:18])[CH:11]=[CH:10]2.[C:26]([O:30][C:31]([N:33]1[CH2:37][CH2:36][CH:35]([C:38](=[O:43])N(OC)C)[CH2:34]1)=[O:32])([CH3:29])([CH3:28])[CH3:27]>C1COCC1>[C:26]([O:30][C:31]([N:33]1[CH2:37][CH2:36][CH:35]([C:38]([C:7]2[CH:8]=[C:9]3[C:13](=[CH:14][CH:15]=2)[N:12]([Si:16]([CH:17]([CH3:18])[CH3:19])([CH:20]([CH3:22])[CH3:21])[CH:23]([CH3:24])[CH3:25])[CH:11]=[CH:10]3)=[O:43])[CH2:34]1)=[O:32])([CH3:29])([CH3:28])[CH3:27]. Reported procedure: tert-Butyllithium (1.7 M in pentane, 13 mL, 22.13 mmol) was added to a solution of 5-bromo-1-triisopropylsilanyl-1H-indole (3.54 g, 10.06 mmol) in THF (35 mL) at −78° C. under nitrogen atmosphere. The pale yellow reaction mixture was stirred at −78° C. for 15 minutes, then a solution of 3-(methoxy-methyl-carbamoyl)-pyrrolidine-1-carboxylic acid tert-butyl ester (2.60 g, 10.06 mmol) in THF (5 mL) was slowly added. The resulting mixture was stirred at −78° C. for 30 minutes, then allowed to warm t... Starting materials: C(Cl)Cl.CO (methylene chloride methanol), NC1=NC(=NC=2N1N=C(N2)C=2OC=CC2)NCCC2=CC=C(C=C2)O (7-amino-2-(2-furyl)-5-[2-(4-hydroxyphenyl)ethyl]amino[1,2,4]-triazolo[1,5-a][1,3,5]triazine), N12CCCCCC2=NCCC1 (1,8-diazabicyclo[5,4,0]undec-7-ene), NC1=NC(=NC=2N1N=C(N2)C=2OC=CC2)S(=O)(=O)C (7-amino-2-(2-furyl)-5-methylsulphonyl-[1,2,4]triazolo[1,5-a][1,3,5]triazine). RXN SMILES: [NH2:1][C:2]1[N:7]2[N:8]=[C:9]([C:11]3[O:12][CH:13]=[CH:14][CH:15]=3)[N:10]=[C:6]2[N:5]=[C:4]([NH:16][CH2:17][CH2:18][C:19]2[CH:24]=[CH:23][C:22]([OH:25])=[CH:21][CH:20]=2)[N:3]=1.N12CCCN=C1CCCCC2.[NH2:37][C:38]1[N:43]2[N:44]=[C:45]([C:47]3[O:48][CH:49]=[CH:50][CH:51]=3)[N:46]=[C:42]2[N:41]=[C:40](S(C)(=O)=O)[N:39]=1.C(Cl)Cl.CO>C(#N)C>[NH2:37][C:38]1[N:43]2[N:44]=[C:45]([C:47]3[O:48][CH:49]=[CH:50][CH:51]=3)[N:46]=[C:42]2[N:41]=[C:40]([O:25][C:22]2[CH:21]=[CH:20][C:19]([CH2:18][CH2:17][NH:16][C:4]3[N:3]=[C:2]([NH2:1])[N:7]4[N:8]=[C:9]([C:11]5[O:12][CH:13]=[CH:14][CH:15]=5)[N:10]=[C:6]4[N:5]=3)=[CH:24][CH:23]=2)[N:39]=1 |f:3.4|. Product: NC1=NC(=NC=2N1N=C(N2)C=2OC=CC2)OC2=CC=C(C=C2)CCNC2=NC=1N(C(=N2)N)N=C(N1)C=1OC=CC1 (7-amino-5-[4-(2-[7-amino-2-(2-furyl)-[1,2,4]triazolo[1,5-a][1,3,5]triazin-5-ylamino]ethyl)phenoxy]-2-(2-furyl)[ 1,2,4]triazolo[1,5-a][1,3,5]triazine). Run in C(C)#N (acetonitrile). Procedure: 7-amino-2-(2-furyl)-5-[2-(4-hydroxyphenyl)ethyl]amino[1,2,4]-triazolo[1,5-a][1,3,5]triazine (0.91 g) and 1,8-diazabicyclo[5,4,0]undec-7-ene (DBU, 0.37 ml) were added to a suspension of 7-amino-2-(2-furyl)-5-methylsulphonyl-[1,2,4]triazolo[1,5-a][1,3,5]triazine (0.82 g) in acetonitrile (50 ml) and the resulting mixture was heated under reflux for 17 hours, after which time thin layer chromatography (TLC) analysis on silica plates (eluent: methylene chloride-methanol 19:1 v/v) indicated that no me... Reactants: C(=O)(O)C1=CC=C(C=C1)C1=NC2=CC=C(C=C2C(=C1)C(=O)O)C (2-(4-carboxyphenyl)-6-methyl-4-quinolinecarboxylic acid), O (water), C([O-])([O-])=O.[Na+].[Na+] (sodium carbonate). The solvent is N1=CC=CC2=CC=CC=C12 (quinoline). Run at temperature 170 celsius. The product is CC=1C=C2C=CC(=NC2=CC1)C1=CC=C(C(=O)O)C=C1 (4-(6-methylquinolin-2-yl)benzoic acid). Yield: 70.0%. Reaction SMILES: [C:1]([C:4]1[CH:9]=[CH:8][C:7]([C:10]2[CH:19]=[C:18](C(O)=O)[C:17]3[C:12](=[CH:13][CH:14]=[C:15]([CH3:23])[CH:16]=3)[N:11]=2)=[CH:6][CH:5]=1)([OH:3])=[O:2].O.C(=O)([O-])[O-].[Na+].[Na+]>N1C2C(=CC=CC=2)C=CC=1>[CH3:23][C:15]1[CH:16]=[C:17]2[C:12](=[CH:13][CH:14]=1)[N:11]=[C:10]([C:7]1[CH:8]=[CH:9][C:4]([C:1]([OH:3])=[O:2])=[CH:5][CH:6]=1)[CH:19]=[CH:18]2 |f:2.3.4|. Procedure details: In 5 ml of quinoline was dissolved 0.1 g of the 2-(4-carboxyphenyl)-6-methyl-4-quinolinecarboxylic acid obtained in Example 16 and solution was heated at 170° C. for 0.5 hour. Then the reaction mixture was poured into water, made alkaline by adding sodium carbonate and washed with toluene. The aqueous layer was neutralized with 3M hydrochloric acid until a precipitate was formed. After extracting with dichloromethane, 0.06 g of 4-(6-methylquinolin-2-yl)benzoic acid were obtained. NMR (270 MHz, C... Reactants: BrC=1C=C(C(=C(C1)O)F)F (5-bromo-2,3-difluoro phenol), C([O-])([O-])=O.[K+].[K+] (potassium carbonate), IC (iodomethane), C([O-])([O-])=O.[K+].[K+] (Potassium carbonate), N1C=NC=C1 (imidazole), bromo. Solvent: CC(=O)C (acetone), C(C)(=O)OCC (ethyl acetate), O (Water), CN(C)C=O (DMF). Conditions: temperature 80 celsius, time 8 hour. Yields the product BrC1=CC(=C(C(=C1)OC)N1C=NC=C1)F (1-(4-bromo-2-fluoro-6-methoxyphenyl)-1H-imidazole). RXN SMILES: [Br:1][C:2]1[CH:3]=[C:4]([F:10])[C:5](F)=[C:6]([OH:8])[CH:7]=1.C(=O)([O-])[O-].[K+].[K+].I[CH3:18].[NH:19]1[CH:23]=[CH:22][N:21]=[CH:20]1>C(OCC)(=O)C.O.CN(C=O)C.CC(C)=O>[Br:1][C:2]1[CH:7]=[C:6]([O:8][CH3:18])[C:5]([N:19]2[CH:23]=[CH:22][N:21]=[CH:20]2)=[C:4]([F:10])[CH:3]=1 |f:1.2.3|. Procedure: To an acetone (10 mL) solution of 5-bromo-2,3-difluoro phenol (600 μL), potassium carbonate (1.10 g) and iodomethane (654 μL) were added one by one, and the reaction solution was refluxed for 4 hours. The reaction solution was concentrated under reduced pressure and the crude bromo compound was obtained. Potassium carbonate (1.10 g) and imidazole (429 mg) were added to a DMF (10 mL) solution of the obtained bromo compound (1.17 g) one by one, and the reaction solution was agitated at 80° C. over...